From a dataset of the Open Reaction Database (ORD), a public repository of structured organic reaction records. describe an organic reaction: reactants, conditions, products, and yield The reactants are CN[C@@H]([C@H](O)C)C(=O)N[C@@H](C(C)C)C(=O)N(C)[C@H]([C@@H](CC(=O)N1[C@@H](CCC1)[C@@H]([C@H](C(=O)N[C@H](C(=O)N1OCCCC1)CC1=CC=CC=C1)C)OC)OC)[C@H](CC)C (N-Methyl-L-threonyl-N-[(3R,4S,5S)-3-methoxy-1-{(2S)-2-[(1R,2R)-1-methoxy-2-methyl-3-{[(2S)-1-(1,2-oxazinan-2-yl)-1-oxo-3-phenylpropan-2-yl]amino}-3-oxopropyl]pyrrolidin-1-yl}-5-methyl-1-oxoheptan-4-yl]-N-methyl-L-valinamide), Cl (hydrochloric acid), C=O (formaldehyde), C(#N)[BH3-].[Na+] (sodium cyanoborohydride), C([O-])(O)=O.[Na+] (sodium bicarbonate). Run in C(C)(=O)OCC (ethyl acetate), O1CCOCC1.O (dioxane water). Conditions: temperature 100 celsius, time 1 hour. Yields the product CN([C@@H]([C@H](O)C)C(=O)N[C@@H](C(C)C)C(=O)N(C)[C@H]([C@@H](CC(=O)N1[C@@H](CCC1)[C@@H]([C@H](C(=O)N[C@H](C(=O)N1OCCCC1)CC1=CC=CC=C1)C)OC)OC)[C@H](CC)C)C (N,N-Dimethyl-L-threonyl-N-[(3R,4S,5S)-3-methoxy-1-{(2S)-2-[(1R,2R)-1-methoxy-2-methyl-3-{[(2S)-1-(1,2-oxazinan-2-yl)-1-oxo-3-phenylpropan-2-yl]amino}-3-oxopropyl]pyrrolidin-1-yl}-5-methyl-1-oxoheptan-4-yl]-N-methyl-L-valinamide). Reaction SMILES: [CH3:1][NH:2][C@H:3]([C:7]([NH:9][C@H:10]([C:14]([N:16]([C@@H:18]([C@@H:54]([CH3:57])[CH2:55][CH3:56])[C@H:19]([O:52][CH3:53])[CH2:20][C:21]([N:23]1[CH2:27][CH2:26][CH2:25][C@H:24]1[C@H:28]([O:50][CH3:51])[C@@H:29]([CH3:49])[C:30]([NH:32][C@@H:33]([CH2:42][C:43]1[CH:48]=[CH:47][CH:46]=[CH:45][CH:44]=1)[C:34]([N:36]1[CH2:41][CH2:40][CH2:39][CH2:38][O:37]1)=[O:35])=[O:31])=[O:22])[CH3:17])=[O:15])[CH:11]([CH3:13])[CH3:12])=[O:8])[C@@H:4]([CH3:6])[OH:5].C=O.[C:60]([BH3-])#N.[Na+].Cl.C(=O)(O)[O-].[Na+]>O1CCOCC1.O.C(OCC)(=O)C>[CH3:1][N:2]([CH3:60])[C@H:3]([C:7]([NH:9][C@H:10]([C:14]([N:16]([C@@H:18]([C@@H:54]([CH3:57])[CH2:55][CH3:56])[C@H:19]([O:52][CH3:53])[CH2:20][C:21]([N:23]1[CH2:27][CH2:26][CH2:25][C@H:24]1[C@H:28]([O:50][CH3:51])[C@@H:29]([CH3:49])[C:30]([NH:32][C@@H:33]([CH2:42][C:43]1[CH:48]=[CH:47][CH:46]=[CH:45][CH:44]=1)[C:34]([N:36]1[CH2:41][CH2:40][CH2:39][CH2:38][O:37]1)=[O:35])=[O:31])=[O:22])[CH3:17])=[O:15])[CH:11]([CH3:13])[CH3:12])=[O:8])[C@@H:4]([CH3:6])[OH:5] |f:2.3,5.6,7.8|. Procedure details: 84 mg (0.105 mmol) of N-methyl-L-threonyl-N-[(3R,4S,5S)-3-methoxy-1-{(2S)-2-[(1R,2R)-1-methoxy-2-methyl-3-{[(2S)-1-(1,2-oxazinan-2-yl)-1-oxo-3-phenylpropan-2-yl]amino}-3-oxopropyl]-pyrrolidin-1-yl}-5-methyl-1-oxoheptan-4-yl]-N-methyl-L-valinamide (Example 19) were taken up in 5 ml of dioxane/water (1:1), and 31 μl (0.418 mmol) of a 37% strength aqueous formaldehyde solution and 8 mg (0.126 mmol) of sodium cyanoborohydride were added. Using 1 ml of 0.1 N hydrochloric acid, the mixture was then ad... Starting materials: CC(C(=O)OCC1=CC=CC=C1)(C\C=C\CC(C)(C)C)C1=CC=CC=C1 (Benzyl (4E)-2,7,7-trimethyl-2-phenyloct-4-enoate). Reagents/catalysts: [Pd] (palladium on carbon). Run in C(C)(=O)OCC (ethyl acetate). Conditions: time 72 hour. The product is CC(C(=O)O)(CCCCC(C)(C)C)C1=CC=CC=C1 (2,7,7-trimethyl-2-phenyloctanoic Acid). The yield is 99.8%. RXN SMILES: [CH3:1][C:2]([C:21]1[CH:26]=[CH:25][CH:24]=[CH:23][CH:22]=1)([CH2:13]/[CH:14]=[CH:15]/[CH2:16][C:17]([CH3:20])([CH3:19])[CH3:18])[C:3]([O:5]CC1C=CC=CC=1)=[O:4]>C(OCC)(=O)C.[Pd]>[CH3:1][C:2]([C:21]1[CH:26]=[CH:25][CH:24]=[CH:23][CH:22]=1)([CH2:13][CH2:14][CH2:15][CH2:16][C:17]([CH3:18])([CH3:19])[CH3:20])[C:3]([OH:5])=[O:4]. Reported procedure: A solution of Example 35C (3.32 g, 9.47 mmol) in ethyl acetate (50 mL) was treated with 10% palladium on carbon (0.332 g, 10 weight percent) and stirred under a hydrogen balloon for 72 hours. The vessel was purged with nitrogen gas and the mixture was filtered through a pad of celite and the filtrate was concentrated in vacuo to give the title compound (2.48 g, 99%). 1H NMR (300 MHz, CDCl3): δ ppm 0.84 (m, 9 H) 1.19 (m, 6 H) 1.57 (m, 3H) 1.98 (m, 2 H) 7.34 (m, 5 H). The reactants are ClC=1N=C(SC1Cl)OC1=CC(=C(N)C=C1C)C (4-[(4,5-dichloro-1,3-thiazol-2-yl)oxy]-2,5-dimethylaniline), COC(OC)OC (trimethoxymethane), C1(=CC=C(C=C1)S(=O)(=O)O)C (p-toluene sulfonic acid), CNCC (N-methylethanamine). The solvent is petroleum ether, COC(C)(C)C (methyl-tert. butyl ether). Run at temperature 50 celsius, time 16 hour. The product is ClC=1N=C(SC1Cl)OC1=CC(=C(C=C1C)N=CN(C)CC)C (N′-{4-[(4,5-dichloro-1,3-thiazol-2-yl)oxy]-2,5-dimethylphenyl}-N-ethyl-N-methylimidoformamide). The yield is 91.0%. Reaction SMILES: [Cl:1][C:2]1[N:3]=[C:4]([O:8][C:9]2[C:15]([CH3:16])=[CH:14][C:12]([NH2:13])=[C:11]([CH3:17])[CH:10]=2)[S:5][C:6]=1[Cl:7].COC(OC)OC.[C:25]1([CH3:35])C=CC(S(O)(=O)=O)=CC=1.[CH3:36][NH:37][CH2:38]C>COC(C)(C)C>[Cl:1][C:2]1[N:3]=[C:4]([O:8][C:9]2[C:15]([CH3:16])=[CH:14][C:12]([N:13]=[CH:36][N:37]([CH2:25][CH3:35])[CH3:38])=[C:11]([CH3:17])[CH:10]=2)[S:5][C:6]=1[Cl:7]. Procedure: To a mixture of 2.0 g (6.9 mmol) of 4-[(4,5-dichloro-1,3-thiazol-2-yl)oxy]-2,5-dimethylaniline and 11.3 ml (0.13 mol) of trimethoxymethane 0.12 g (0.7 mmol) of p-toluene sulfonic acid were added. The reaction mixture was refluxed for 16 hrs and concentrated in vacuo. The crude product was solved in 12 ml of toluene and 0.82 g (13.8 mmol) N-methylethanamine were added. The reaction mixture was stirred for 16 hrs at 50° C. The reaction mixture was concentrated in vacuo. Column chromatographie (gra... Starting materials: N1(CCOCC1)C=1OC(=CC(C1)=O)C1=CC=C(C=C1)O (2-Morpholinyl-6-(4-hydoxyphenyl)-4-pyrone), one, C([O-])([O-])=O.[K+].[K+] (potassium carbonate), ClCC1=NC2=CC=CC=C2C=C1 (2-chloromethyl-quinoline). Solvent: C(C)#N (acetonitrile). Reaction conditions: temperature 70 celsius, time 8 hour. Yields the product N1(CCOCC1)C=1OC(=CC(C1)=O)C1=CC=C(C=C1)OCC1=NC2=CC=CC=C2C=C1 (2-(4-Morpholinyl)-6-(4-(2-quinolinylmethoxy)phenyl)-4H-pyran-4-one). Yield: 91.0%. Reaction SMILES: [N:1]1([C:7]2[O:8][C:9]([C:14]3[CH:19]=[CH:18][C:17]([OH:20])=[CH:16][CH:15]=3)=[CH:10][C:11](=[O:13])[CH:12]=2)[CH2:6][CH2:5][O:4][CH2:3][CH2:2]1.C(=O)([O-])[O-].[K+].[K+].Cl[CH2:28][C:29]1[CH:38]=[CH:37][C:36]2[C:31](=[CH:32][CH:33]=[CH:34][CH:35]=2)[N:30]=1>C(#N)C>[N:1]1([C:7]2[O:8][C:9]([C:14]3[CH:19]=[CH:18][C:17]([O:20][CH2:28][C:29]4[CH:38]=[CH:37][C:36]5[C:31](=[CH:32][CH:33]=[CH:34][CH:35]=5)[N:30]=4)=[CH:16][CH:15]=3)=[CH:10][C:11](=[O:13])[CH:12]=2)[CH2:6][CH2:5][O:4][CH2:3][CH2:2]1 |f:1.2.3|. Procedure: 2-Morpholinyl-6-(4-hydoxyphenyl)-4-pyrone, as prepared in Example 5, (273 mg, 1.0 mmole) was suspended in 8 ml acetonitrile in a 25 ml one neck round bottom flask under nitrogen. The suspension was treated successively with potassium carbonate (829 mg, 6.0 mmole) and 2-chloromethyl-quinoline (533 mg, 3.0 mmole). The reaction mixture was stirred at 70° C. overnight. The acetonitrile was removed in vacuo and the residue was washed with 1×25 ml dichloromethane. The insoluble material was removed by... Starting materials: CCOC(=O)C(C)(C)Oc1ccc(OCCc2nc(-c3ccc(-c4cccc5ccccc45)cc3)oc2C)cc1, C1CCOC1, CCO, [Na+], [OH-]. Yields the product Cc1oc(-c2ccc(-c3cccc4ccccc34)cc2)nc1CCOc1ccc(OC(C)(C)C(=O)O)cc1. As a reaction SMILES: [CH2:1]([CH3:2])[O:3][C:4]([C:5]([CH3:6])([O:7][c:8]1[cH:9][cH:10][c:11]([O:14][CH2:15][CH2:16][c:17]2[n:18][c:19](-[c:23]3[cH:24][cH:25][c:26](-[c:29]4[cH:30][cH:31][cH:32][c:33]5[cH:34][cH:35][cH:36][cH:37][c:38]45)[cH:27][cH:28]3)[o:20][c:21]2[CH3:22])[cH:12][cH:13]1)[CH3:39])=[O:40].[CH2:46]1[O:47][CH2:48][CH2:49][CH2:50]1.[CH3:43][CH2:44][OH:45].[Na+:42].[OH-:41]>>[O:3]=[C:4]([C:5]([CH3:6])([O:7][c:8]1[cH:9][cH:10][c:11]([O:14][CH2:15][CH2:16][c:17]2[n:18][c:19](-[c:23]3[cH:24][cH:25][c:26](-[c:29]4[cH:30][cH:31][cH:32][c:33]5[cH:34][cH:35][cH:36][cH:37][c:38]45)[cH:27][cH:28]3)[o:20][c:21]2[CH3:22])[cH:12][cH:13]1)[CH3:39])[OH:40]. The reactants are [Br-], COCCCN1CCOc2ccc(COC3CN(S(=O)(=O)c4ccc(C)cc4)C(CC(=O)N(C)OC)CC3c3ccc(OC)cc3)cc21, C=C[Mg+]. Yields the product C=CC(=O)CC1CC(c2ccc(OC)cc2)C(OCc2ccc3c(c2)N(CCCOC)CCO3)CN1S(=O)(=O)c1ccc(C)cc1. Reaction SMILES: [Br-:49].[CH3:1][O:2][N:3]([C:4]([CH2:5][CH:6]1[N:7]([S:37](=[O:38])(=[O:39])[c:40]2[cH:41][cH:42][c:43]([CH3:46])[cH:44][cH:45]2)[CH2:8][CH:9]([O:20][CH2:21][c:22]2[cH:23][cH:24][c:25]3[c:26]([cH:36]2)[N:27]([CH2:31][CH2:32][CH2:33][O:34][CH3:35])[CH2:28][CH2:29][O:30]3)[CH:10]([c:12]2[cH:13][cH:14][c:15]([O:18][CH3:19])[cH:16][cH:17]2)[CH2:11]1)=[O:47])[CH3:48].[CH:50](=[CH2:51])[Mg+:52]>>[C:4]([CH2:5][CH:6]1[N:7]([S:37](=[O:38])(=[O:39])[c:40]2[cH:41][cH:42][c:43]([CH3:46])[cH:44][cH:45]2)[CH2:8][CH:9]([O:20][CH2:21][c:22]2[cH:23][cH:24][c:25]3[c:26]([cH:36]2)[N:27]([CH2:31][CH2:32][CH2:33][O:34][CH3:35])[CH2:28][CH2:29][O:30]3)[CH:10]([c:12]2[cH:13][cH:14][c:15]([O:18][CH3:19])[cH:16][cH:17]2)[CH2:11]1)(=[O:47])[CH:50]=[CH2:51].